Task: describe an organic reaction: reactants, conditions, products, and yield. Dataset: the Open Reaction Database (ORD), a public repository of structured organic reaction records Reactants: ON=C(C1=CSC=C1)Cl (N-hydroxy-thiophene-3-carboximidoyl chloride), C(C#CC)(=O)OCC (ethyl 2-butynoate). Product: C(C)OC(=O)C=1C(=NOC1C)C1=CSC=C1 (5-Methyl-3-thiophen-3-yl-isoxazole-4-carboxylic acid ethyl ester). Isolated yield 91.0%. As a reaction SMILES: [OH:1][N:2]=[C:3](Cl)[C:4]1[CH:8]=[CH:7][S:6][CH:5]=1.[C:10]([O:15][CH2:16][CH3:17])(=[O:14])[C:11]#[C:12][CH3:13]>>[CH2:16]([O:15][C:10]([C:11]1[C:3]([C:4]2[CH:8]=[CH:7][S:6][CH:5]=2)=[N:2][O:1][C:12]=1[CH3:13])=[O:14])[CH3:17]. Procedure: As described for example 69a, N-hydroxy-thiophene-3-carboximidoyl chloride (Organic Letters, 8(17), 3679-3680, 2006, 11.4 g, 69.6 mmol) instead of N-hydroxybenzenecarboximidoyl chloride using ethyl 2-butynoate instead of cyclopropyl-propynoic acid ethyl ester was converted to the title compound (15.0 g, 91%) which was obtained as a dark brown liquid. MS: m/e=238.0 [M+H]+. Reactants: [BH4-], CCOC(=O)CCN, O=Cc1ccccc1, CCN(C(C)C)C(C)C, ClCCl, Cl, [Na+], [Na+], [Na+], O=S(=O)([O-])[O-]. The product is CCOC(=O)CCNCc1ccccc1. Reaction SMILES: [BH4-:34].[CH2:2]([CH3:3])[O:4][C:5]([CH2:6][CH2:7][NH2:8])=[O:9].[CH:10](=[O:11])[c:12]1[cH:13][cH:14][cH:15][cH:16][cH:17]1.[CH:25]([N:26]([CH:27]([CH3:28])[CH3:29])[CH2:30][CH3:31])([CH3:32])[CH3:33].[Cl:36][CH2:37][Cl:38].[ClH:1].[Na+:18].[Na+:19].[Na+:35].[O-:20][S:21](=[O:22])(=[O:23])[O-:24]>>[CH2:2]([CH3:3])[O:4][C:5]([CH2:6][CH2:7][NH:8][CH2:10][c:12]1[cH:13][cH:14][cH:15][cH:16][cH:17]1)=[O:9]. The reactants are ClC=1C=C(C#N)C=CC1F (3-chloro-4-florobenzonitrile), C(CC)N (propylamine). RXN SMILES: [Cl:1][C:2]1[CH:3]=[C:4]([CH:7]=[CH:8][C:9]=1F)[C:5]#[N:6].[CH2:11]([NH2:14])[CH2:12][CH3:13]>C1COCC1>[Cl:1][C:2]1[CH:3]=[C:4]([CH:7]=[CH:8][C:9]=1[NH:14][CH2:11][CH2:12][CH3:13])[C:5]#[N:6]. Procedure: Step AR1. A mixture of 3-chloro-4-florobenzonitrile (312 mg, 2 mmol) and propylamine (236 mg, 4 mmol) in THF (4 mL) was heated at 50° C. overnight. After the solvent was removed, the residue was purified by flash chromatography with DCM to give 3-chloro-4-(propylamino)benzonitrile (365 mg, 94%). Run at temperature 50 celsius. Yields the product ClC=1C=C(C#N)C=CC1NCCC (3-chloro-4-(propylamino)benzonitrile). Isolated yield 93.8%. Run in C1CCOC1 (THF).